This data is from the Open Reaction Database (ORD), a public repository of structured organic reaction records. The task is: describe an organic reaction: reactants, conditions, products, and yield Starting materials: CC(C)(C)OC(=O)NCCBr, [H-], [Na+], CN(C)C=O, Oc1ccccc1-c1cccc2ccsc12. Product: CC(C)(C)OC(=O)NCCOc1ccccc1-c1cccc2ccsc12. RXN SMILES: [C:19]([CH3:20])([CH3:21])([CH3:22])[O:23][C:24]([NH:25][CH2:26][CH2:27][Br:28])=[O:29].[H-:1].[Na+:2].[O:30]=[CH:31][N:32]([CH3:33])[CH3:34].[s:3]1[c:4]2[c:5]([cH:6][cH:7]1)[cH:8][cH:9][cH:10][c:11]2-[c:12]1[c:13]([OH:18])[cH:14][cH:15][cH:16][cH:17]1>>[s:3]1[c:4]2[c:5]([cH:6][cH:7]1)[cH:8][cH:9][cH:10][c:11]2-[c:12]1[c:13]([O:18][CH2:27][CH2:26][NH:25][C:24]([O:23][C:19]([CH3:20])([CH3:21])[CH3:22])=[O:29])[cH:14][cH:15][cH:16][cH:17]1.